Task: describe an organic reaction: reactants, conditions, products, and yield. Dataset: the Open Reaction Database (ORD), a public repository of structured organic reaction records Reactants: C1C2CN(CN2C3=C(N1)NC(=NC3=O)N)C4=CC=C(C=C4)C(=O)N[C@@H](CCC(=O)O)C(=O)O (MTHF), C(CCC(=O)C)(=O)O (levulinic acid), byproduct [ 4 ]. Reagents/catalysts: [O-2].[Cr+3].[Cu+2] (Copper-chromium oxide). Yields the product C1(CCC(C)O1)=O (gamma-valerolactone), C(CCC(C)O)O (1,4-pentanediol), alpha-methyl tetrahydrofuran, O (water). The yield is 22.0%. Reaction SMILES: C1NC2NC(N)=NC(=[O:14])C=2N2C1CN(C1C=CC(C(N[C@H:25]([C:31]([OH:33])=[O:32])[CH2:26][CH2:27][C:28](O)=O)=O)=CC=1)C2.[C:34](O)(=[O:40])[CH2:35][CH2:36][C:37]([CH3:39])=[O:38]>[O-2].[Cr+3].[Cu+2]>[C:31]1(=[O:33])[O:32][CH:27]([CH3:28])[CH2:26][CH2:25]1.[CH2:34]([OH:40])[CH2:35][CH2:36][CH:37]([OH:38])[CH3:39].[OH2:14] |f:2.3.4|. Reported procedure: Direct production of MTHF from levulinic acid is not reported in the literature except as a minor byproduct [4]. Copper-chromium oxide was used to catalyze the hydrogenation in a two stage manner at 245° C. and 300° C. and required about 80 minutes. The reaction yielded 11% gamma-valerolactone and 44% 1,4-pentanediol with a 22% yield of a water byproduct with the "odor of a alpha-methyl tetrahydrofuran", but no quantitative analysis of the water byproduct was reported, (estimated 4.5 mol % yield...